Dataset: the Open Reaction Database (ORD), a public repository of structured organic reaction records. Task: describe an organic reaction: reactants, conditions, products, and yield The reactants are COC(C1=C(C(=CC=C1[N+](=O)[O-])F)CCO)=O (3-fluoro-2-(2-hydroxyethyl)-6-nitro-benzoic acid methyl ester), solution, [Na] (sodium), [Br-].[Na+] (sodium bromide), CC(=O)C (acetone), ClN1C(N(C(N(C1=O)Cl)=O)Cl)=O (Trichloroisocyanuric acid). Solvent: C(C)(C)O (isopropanol), CC1(CCCC(N1[O])(C)C)C (2,2,6,6-tetramethylpiperidine 1-oxyl). Run at time 2.5 hour. Yields the product FC1=C2CCN(C(C2=C(C=C1)[N+](=O)[O-])=O)C (5-fluoro-2-methyl-8-nitro-3,4-dihydro-2H-isoquinolin-1-one), COC(C1=C(C(=CC=C1[N+](=O)[O-])F)CCC(=O)O)=O (2-(2-carboxy-ethyl)-3-fluoro-6-nitro-benzoic acid methyl ester). As a reaction SMILES: [CH3:1][O:2][C:3](=[O:17])[C:4]1[C:9]([N+:10]([O-:12])=[O:11])=[CH:8][CH:7]=[C:6]([F:13])[C:5]=1[CH2:14][CH2:15]O.[Na].[Br-].[Na+].Cl[N:22]1C(=[O:28])N(Cl)C(=O)N(Cl)[C:23]1=O.C[C:34](C)=[O:35]>CC1(C)N([O])C(C)(C)CCC1.C(O)(C)C>[F:13][C:6]1[CH:7]=[CH:8][C:9]([N+:10]([O-:12])=[O:11])=[C:4]2[C:5]=1[CH2:14][CH2:15][N:22]([CH3:23])[C:3]2=[O:2].[CH3:1][O:2][C:3](=[O:17])[C:4]1[C:9]([N+:10]([O-:12])=[O:11])=[CH:8][CH:7]=[C:6]([F:13])[C:5]=1[CH2:14][CH2:15][C:34]([OH:35])=[O:28] |f:2.3,^1:17,40|. Procedure details: To a solution of 3-fluoro-2-(2-hydroxyethyl)-6-nitro-benzoic acid methyl ester (51.4 g, 0.2 mol) in acetone (1000 mL), 2,2,6,6-tetramethylpiperidine 1-oxyl, Free radical, (460.6 mg, 2.95 mmol), an aqueous 15% solution of sodium hydrocarboxide (400 mL) and sodium bromide (3.02 g, 29.3 mmol) was added. Trichloroisocyanuric acid (68.4 g, 0.29 mol) was then slowly added within 30 min at rt. After completion of the addition and being stirred at rt for 2.5 hrs, 15 mL of isopropanol was added at 0° C. ... The reactants are CCO, CC1(c2csc(Cn3cc([N+](=O)[O-])cn3)c2)OCCO1, [Cl-], [Fe], N#N, [NH4+], O. The product is CC1(c2csc(Cn3cc(N)cn3)c2)OCCO1. As a reaction SMILES: [CH3:25][CH2:26][OH:27].[CH3:3][C:4]1([c:9]2[cH:10][c:11]([CH2:14][n:15]3[n:16][cH:17][c:18]([N+:20]([O-:21])=[O:22])[cH:19]3)[s:12][cH:13]2)[O:5][CH2:6][CH2:7][O:8]1.[Cl-:23].[Fe:29].[N:1]#[N:2].[NH4+:24].[OH2:28]>>[CH3:3][C:4]1([c:9]2[cH:10][c:11]([CH2:14][n:15]3[n:16][cH:17][c:18]([NH2:20])[cH:19]3)[s:12][cH:13]2)[O:5][CH2:6][CH2:7][O:8]1. The reactants are CC(C)(C)OC(=O)Nc1cc(OCC(F)(F)F)c(C(F)(F)F)cc1NC(=O)CC(=O)c1cccc(-c2cnccn2)c1, ClCCl, O=C(O)C(F)(F)F. Reaction SMILES: [C:1]([O:2][C:3](=[O:4])[NH:7][c:8]1[c:9]([NH:24][C:25]([CH2:26][C:27](=[O:5])[c:28]2[cH:29][c:30](-[c:34]3[n:35][cH:36][cH:37][n:38][cH:39]3)[cH:31][cH:32][cH:33]2)=[O:41])[cH:10][c:11]([C:20]([F:21])([F:22])[F:23])[c:12]([O:14][CH2:15][C:16]([F:17])([F:18])[F:19])[cH:13]1)([CH3:6])([CH3:40])[CH3:42].[Cl:50][CH2:51][Cl:52].[F:43][C:44]([F:45])([F:46])[C:47]([OH:48])=[O:49]>>[N:7]1=[C:27]([c:28]2[cH:29][c:30](-[c:34]3[n:35][cH:36][cH:37][n:38][cH:39]3)[cH:31][cH:32][cH:33]2)[CH2:26][C:25](=[O:41])[NH:24][c:9]2[c:8]1[cH:13][c:12]([O:14][CH2:15][C:16]([F:17])([F:18])[F:19])[c:11]([C:20]([F:21])([F:22])[F:23])[cH:10]2. Yields the product O=C1CC(c2cccc(-c3cnccn3)c2)=Nc2cc(OCC(F)(F)F)c(C(F)(F)F)cc2N1. Reactants: Cl (hydrochloric acid), C(C)OC(=O)C=1C(=C2C(=NC1)N(N=C2)CC)OCC (4-Ethoxy-1-ethyl-1H-pyrazolo[3,4-b]pyridine-5-carboxylic acid ethyl ester), [H-].[Al+3].[Li+].[H-].[H-].[H-] (lithium aluminium hydride), ice water, Cl.C(C)OC1=C2C(=NC=C1CO)N(N=C2)CC (4-ethoxy-1-ethyl-1H-pyrazolo[3,4-b]pyridine-5-methanol hydrochloride). Run in O (water), O1CCCC1 (tetrahydrofuran). The product is C(C)OC1=C2C(=NC=C1CO)N(N=C2)CC (4-Ethoxy-1-ethyl-1H-pyrazolo[3,4-b]pyridine-5-methanol). Reaction SMILES: C([O:3][C:4]([C:6]1[C:7]([O:17][CH2:18][CH3:19])=[C:8]2[CH:14]=[N:13][N:12]([CH2:15][CH3:16])[C:9]2=[N:10][CH:11]=1)=O)C.[H-].[Al+3].[Li+].[H-].[H-].[H-].Cl.Cl.C(OC1C(CO)=CN=C2N(CC)N=CC=12)C>O1CCCC1.O>[CH2:18]([O:17][C:7]1[C:6]([CH2:4][OH:3])=[CH:11][N:10]=[C:9]2[N:12]([CH2:15][CH3:16])[N:13]=[CH:14][C:8]=12)[CH3:19] |f:1.2.3.4.5.6,8.9|. Reported procedure: 115 g. of 4-Ethoxy-1-ethyl-1H-pyrazolo[3,4-b]pyridine-5-carboxylic acid ethyl ester (0.438 mol.) are dissolved in 1.7 liters of anhydrous tetrahydrofuran. Nitrogen is passed through the flask and while stirring and cooling with tap water 12.5 g. of lithium aluminium hydride is added in portions in order to prevent the temperature from exceeding 22°. The mixture is stirred at room temperature for 1 hour and then at reflux temperature for 2 hours. While stirring and cooling with ice-water, 600 ml.... Reactants: O=C([O-])C(F)(F)F, [I-], [K+], [Na+], [Na+], [Na+], [OH-], O, O=C(O)c1cc(-c2ccc(F)cc2F)ccc1O, O=C(O)C(F)(F)F, O=S([O-])S(=O)(=O)[O-], [Tl+]. Product: O=C(O)c1cc(-c2ccc(F)cc2F)cc(I)c1O. As a reaction SMILES: [F:1][C:2]([F:3])([F:4])[C:5]([O-:6])=[O:7].[I-:35].[K+:34].[Na+:43].[Na+:44].[Na+:46].[OH-:45].[OH2:47].[OH:16][C:17](=[O:18])[c:19]1[cH:20][c:21](-[c:26]2[cH:27][cH:28][c:29]([F:30])[cH:31][c:32]2[F:33])[cH:22][cH:23][c:24]1[OH:25].[OH:9][C:10]([C:11]([F:12])([F:13])[F:14])=[O:15].[S:36]([S:37]([O-:38])=[O:39])([O-:40])(=[O:41])=[O:42].[Tl+:8]>>[OH:16][C:17](=[O:18])[c:19]1[cH:20][c:21](-[c:26]2[cH:27][cH:28][c:29]([F:30])[cH:31][c:32]2[F:33])[cH:22][c:23]([I:35])[c:24]1[OH:25]. Reactants: CCCCCn1c(CNC(=O)OC(C)(C)C)nc2cccc3nc4c(c1c32)Cn1c-4cc2c(c1=O)COC(=O)C2(CC)OC(C)=O, CO, Cl, NN. Yields the product CCCCCn1c(CNC(=O)OC(C)(C)C)nc2cccc3nc4c(c1c32)Cn1c-4cc2c(c1=O)COC(=O)C2(O)CC. As a reaction SMILES: [C:1](=[O:2])([CH3:3])[O:4][C:5]1([CH2:45][CH3:46])[C:6](=[O:44])[O:7][CH2:8][c:9]2[c:10](=[O:43])[n:11]3[c:40]([cH:41][c:42]21)-[c:14]1[c:13]([c:18]2[c:17]4[c:16]([n:15]1)[cH:25][cH:24][cH:23][c:22]4[n:21][c:20]([CH2:26][NH:27][C:28](=[O:29])[O:30][C:31]([CH3:32])([CH3:33])[CH3:34])[n:19]2[CH2:35][CH2:36][CH2:37][CH2:38][CH3:39])[CH2:12]3.[CH3:50][OH:51].[ClH:49].[NH2:47][NH2:48]>>[OH:4][C:5]1([CH2:45][CH3:46])[C:6](=[O:44])[O:7][CH2:8][c:9]2[c:10](=[O:43])[n:11]3[c:40]([cH:41][c:42]21)-[c:14]1[c:13]([c:18]2[c:17]4[c:16]([n:15]1)[cH:25][cH:24][cH:23][c:22]4[n:21][c:20]([CH2:26][NH:27][C:28](=[O:29])[O:30][C:31]([CH3:32])([CH3:33])[CH3:34])[n:19]2[CH2:35][CH2:36][CH2:37][CH2:38][CH3:39])[CH2:12]3.